This data is from the Open Reaction Database (ORD), a public repository of structured organic reaction records. The task is: describe an organic reaction: reactants, conditions, products, and yield The reactants are CC1=COC(=C1)C1=CC=C(C=C1)C (3-methyl-5-(4-methylphenyl)furan), P(=O)(Cl)(Cl)Cl (Phosphorus oxychloride), CN(C=O)C (dimethylformamide), Ice water, [OH-].[Na+] (sodium hydroxide). Conditions: temperature 0 celsius. Reaction SMILES: P(Cl)(Cl)(Cl)=O.CN(C)[CH:8]=[O:9].[CH3:11][C:12]1[CH:16]=[C:15]([C:17]2[CH:22]=[CH:21][C:20]([CH3:23])=[CH:19][CH:18]=2)[O:14][CH:13]=1.[OH-].[Na+]>ClC(Cl)C>[CH:8]([C:13]1[O:14][C:15]([C:17]2[CH:22]=[CH:21][C:20]([CH3:23])=[CH:19][CH:18]=2)=[CH:16][C:12]=1[CH3:11])=[O:9] |f:3.4|. The solvent is ClC(C)Cl (dichloroethane). Procedure: Phosphorus oxychloride (12 ml) was added slowly to dimethylformamide (9.85 ml) with stirring at 0° C., and the mixture stirred at 0° C. for 30 minutes. A solution of 3-methyl-5-(4-methylphenyl)furan (22 g) in 50 ml of dichloroethane was added dropwise over a period of 15 minutes, maintaining the temperature at 0° C. The mixture was then stirred at room temperature for 11/2 hours. Ice water was then added, and the pH of the aqueous layer adjusted to about 8 with dilute sodium hydroxide. The organ... Yields the product C(=O)C=1OC(=CC1C)C1=CC=C(C=C1)C (2-formyl-3-methyl-5-(4-methylphenyl)furan). Reactants: FC1=CC=C(C=C1)C(=O)C1CCNCC1 ((4-fluoro-phenyl)-piperidin-4-yl-methanone), C(C)(C)(C)OC(=O)N1C(OC[C@@H]1C=O)(C)C ((R)-4-formyl-2,2-dimethyl-oxazolidine-3-carboxylic acid tert-butyl ester), C(C)(=O)O[BH-](OC(C)=O)OC(C)=O.[Na+] (sodium triacetoxyborohydride). Solvent: O1CCCC1 (tetrahydrofuran), ClCCl (dichloromethane). Conditions: time 18 hour. Product: C(C)(C)(C)OC(=O)N1C(OC[C@@H]1CN1CCC(CC1)C(C1=CC=C(C=C1)F)=O)(C)C ((S)-4-[4-(4-Fluoro-benzoyl)-piperidin-1-ylmethyl]-2,2-dimethyl-oxazolidine-3-carboxylic Acid tert-Butyl Ester). Reaction SMILES: [F:1][C:2]1[CH:7]=[CH:6][C:5]([C:8]([CH:10]2[CH2:15][CH2:14][NH:13][CH2:12][CH2:11]2)=[O:9])=[CH:4][CH:3]=1.[C:16]([O:20][C:21]([N:23]1[C@@H:27]([CH:28]=O)[CH2:26][O:25][C:24]1([CH3:31])[CH3:30])=[O:22])([CH3:19])([CH3:18])[CH3:17].C(O[BH-](OC(=O)C)OC(=O)C)(=O)C.[Na+]>O1CCCC1.ClCCl>[C:16]([O:20][C:21]([N:23]1[C@@H:27]([CH2:28][N:13]2[CH2:14][CH2:15][CH:10]([C:8](=[O:9])[C:5]3[CH:6]=[CH:7][C:2]([F:1])=[CH:3][CH:4]=3)[CH2:11][CH2:12]2)[CH2:26][O:25][C:24]1([CH3:30])[CH3:31])=[O:22])([CH3:19])([CH3:17])[CH3:18] |f:2.3|. Reported procedure: To a solution of (4-fluoro-phenyl)-piperidin-4-yl-methanone (3.5 g, 17 mmol) in dry tetrahydrofuran (50 ml) is added (R)-4-formyl-2,2-dimethyl-oxazolidine-3-carboxylic acid tert-butyl ester (3.9 g, 17 mmol) and sodium triacetoxyborohydride (5.4 g, 25 mmol), and the reaction mixture stirred for 18 hours at ambient temperature. The reaction mixture is filtered and the solvent evaporated to give a white solid. The solid is taken up in dichloromethane (50 ml) and washed with saturated sodium bicarbo...